This data is from the Open Reaction Database (ORD), a public repository of structured organic reaction records. The task is: describe an organic reaction: reactants, conditions, products, and yield The reactants are C(C)(=O)NC=1C=C(N)C=CC1 (3-Acetylaminoaniline), C(CCCCCCC)Br (n-octyl bromide), C([O-])([O-])=O.[Na+].[Na+] (sodium carbonate). The product is C(C)(=O)NC=1C=C(NCCCCCCCC)C=CC1 (3-acetylamino-N-n-octylaniline). RXN SMILES: [C:1]([NH:4][C:5]1[CH:6]=[C:7]([CH:9]=[CH:10][CH:11]=1)[NH2:8])(=[O:3])[CH3:2].[CH2:12](Br)[CH2:13][CH2:14][CH2:15][CH2:16][CH2:17][CH2:18][CH3:19].C(=O)([O-])[O-].[Na+].[Na+]>>[C:1]([NH:4][C:5]1[CH:6]=[C:7]([CH:9]=[CH:10][CH:11]=1)[NH:8][CH2:12][CH2:13][CH2:14][CH2:15][CH2:16][CH2:17][CH2:18][CH3:19])(=[O:3])[CH3:2] |f:2.3.4|. Reported procedure: 3-Acetylaminoaniline (15 parts) was reacted with n-octyl bromide (19.3 parts) at 100° C. for 4 hours in the presence of anhydrous sodium carbonate (5.3 parts) to obtain 3-acetylamino-N-n-octylaniline. Thereafter, reaction was further continued at 120° to 130° C. for 4 hours with addition of n-amyl bromide (15.1 parts) and anhydrous sodium carbonate (5.3 parts) to obtain 3-acetylamino-N-n-octyl-N-n-pentylaniline (coupling component). In the same manner as in Example 1, 2-cyano-4-nitro-6-chloroani... The reactants are [Sn](Cl)Cl (tin(II) chloride), FC=1C=C2C(NC(C2=CC1[N+](=O)[O-])=O)=O (5-fluoro-6-nitro-isoindole-1,3-dione), [OH-].[Na+] (sodium hydroxide). Run in Cl (hydrochloric acid). Reaction conditions: temperature 60 celsius. The product is NC=1C=C2C(NC(C2=CC1F)=O)=O (5-Amino-6-fluoro-isoindole-1,3-dione). The yield is 80.0%. Reaction SMILES: [F:1][C:2]1[CH:3]=[C:4]2[C:8](=[CH:9][C:10]=1[N+:11]([O-])=O)[C:7](=[O:14])[NH:6][C:5]2=[O:15].[Sn](Cl)Cl.[OH-].[Na+]>Cl>[NH2:11][C:10]1[CH:9]=[C:8]2[C:4](=[CH:3][C:2]=1[F:1])[C:5](=[O:15])[NH:6][C:7]2=[O:14] |f:2.3|. Reported procedure: To a suspension of 99.9 mmol 5-fluoro-6-nitro-isoindole-1,3-dione in 400 ml concentrated hydrochloric acid was added 350 mmol tin(II) chloride dehydrate and the resulting mixture was heated at 60° C. for 2 h. The reaction mixture was then poured onto ice-water and then 28% aq sodium hydroxide was added with stirring until a suspension was formed. The crystals were collected by filtration and dried in vacuo to afford the title compound as a yellow solid (80% yield). MS (m/e): 179.1 ([M−H]−, 100%)... Starting materials: CC=1C2C(CCC1)C(=O)OC2=O (4-methyl-4-cyclohexene-2,3-dicarboxylic anhydride), O (water), [H-].[Al+3].[Li+].[H-].[H-].[H-] (lithium aluminum hydride), C(C)(=O)OCC (ethyl acetate). Solvent: O1CCCC1 (tetrahydrofuran), O1CCCC1 (tetrahydrofuran). Run at time 2 hour. Product: CC=1C[C@@H]([C@@H](CC1)CO)CO ((±)-Cis-4-methyl-4-cyclohexene-1,2-dimethanol). RXN SMILES: [H-].[Al+3].[Li+].[H-].[H-].[H-].C[C:8]1[CH:9]2[C:17](=[O:18])[O:16][C:14](=O)[CH:10]2[CH2:11][CH2:12][CH:13]=1.[C:19](OCC)(=O)C.O>O1CCCC1>[CH3:19][C:12]1[CH2:11][C@H:10]([CH2:14][OH:16])[C@H:9]([CH2:17][OH:18])[CH2:8][CH:13]=1 |f:0.1.2.3.4.5|. Procedure: To 300 ml of tetrahydrofuran at 0° C. was added 16.0 g (0.42 mol) lithium aluminum hydride portionwise keeping the reaction temperature between 0° C. and 5° C. A solution of 33.0 g (0.20 mol) of 4-methyl-4-cyclohexene-2,3-dicarboxylic anhydride in 100 ml of tetrahydrofuran was added dropwise over 2 hours keeping the temperature between 0° C. and 10° C. The reaction mixture was warmed to ambient temperature and stirred for 2 hours. The reaction was cooled to 0° C. and 35 ml of ethyl acetate was a... The reactants are N12CCCCCC2=NCCC1 (DBU), OCC(C#N)C(CC(CC(C)C)C)C (2-hydroxymethyl-3,5,7-trimethyloctanenitrile), FC(C(=O)OC(C(F)(F)F)=O)(F)F (trifluoroacetic anhydride). Run in C(Cl)Cl (methylene chloride). Reaction conditions: temperature 0 celsius, time 16 hour. The product is C=C(C#N)C(CC(CC(C)C)C)C (2-methylene-3,5,7-trimethyloctanenitrile). Isolated yield 89.2%. RXN SMILES: O[CH2:2][CH:3]([CH:6]([CH3:14])[CH2:7][CH:8]([CH3:13])[CH2:9][CH:10]([CH3:12])[CH3:11])[C:4]#[N:5].N12CCCN=C1CCCCC2.FC(F)(F)C(OC(=O)C(F)(F)F)=O>C(Cl)Cl>[CH2:2]=[C:3]([CH:6]([CH3:14])[CH2:7][CH:8]([CH3:13])[CH2:9][CH:10]([CH3:12])[CH3:11])[C:4]#[N:5]. Reported procedure: A 250 ml three-neck round-bottom flask which is dry and is purged with nitrogen is charged in succession with 19.7 g of the cyano alcohol (VII) (0.1 mol), 150 ml of anhydrous methylene chloride, and then 18.26 g (0.11 mol) of DBU (1,8-diazabicyclo[5.4.0]undec-7-ene). The solution is cooled to 0° C. and then 22.05 g (0.105 mol) of trifluoroacetic anhydride are added dropwise, without 5° C. being exceeded in the mass. The resulting solution is stirred at ambient temperature for 16 hours and then h... The reactants are C1(=CC=CC=C1)C1=C(C=CC=C1)O (o-phenylphenol), C1(CCCCC1)=O (cyclohexanon), S(O)(O)(=O)=O (sulfuric acid). Reported procedure: 510 g (3 mol) of o-phenylphenol and 98 g (1 mol) of cyclohexanon were mixed and the temperature was raised to 60° C. to dissolve the mixture. To the mixture was then added 150 g of 90% by weight sulfuric acid and reacted with stirring for 24 hours at 70° C. After the resulting reaction product was diluted with 1 liter of monochlorobenzene and washed three times with warm water, the organic phase was heated to 190° C. under reduced pressure to remove the solvent and the unreacted materials. After... Run at temperature 60 celsius, time 24 hour. RXN SMILES: [C:1]1([C:7]2[CH:12]=[CH:11][CH:10]=[CH:9][C:8]=2[OH:13])[CH:6]=[CH:5][CH:4]=[CH:3][CH:2]=1.[C:14]1(=[O:20])[CH2:19][CH2:18][CH2:17][CH2:16][CH2:15]1.S(=O)(=O)(O)O>ClC1C=CC=CC=1>[C:1]1([C:7]2[CH:12]=[C:11]([C:12]3([C:17]4[CH:18]=[CH:19][C:14]([OH:20])=[C:15]([C:6]5[CH:1]=[CH:2][CH:3]=[CH:4][CH:5]=5)[CH:16]=4)[CH2:7][CH2:8][CH2:9][CH2:10][CH2:11]3)[CH:10]=[CH:9][C:8]=2[OH:13])[CH:2]=[CH:3][CH:4]=[CH:5][CH:6]=1. The product is C1(=CC=CC=C1)C=1C=C(C=CC1O)C1(CCCCC1)C1=CC(=C(C=C1)O)C1=CC=CC=C1 (1,1-bis(3-phenyl-4-hydroxyphenyl)cyclohexane). Solvent: ClC1=CC=CC=C1 (monochlorobenzene). Starting materials: S1C=NC=C1C(=O)O (thiazole-5-carboxylic acid), N=C=N (carbodiimide), C=1C=CC2=C(C1)N=NN2O (HOBt), N[C@@H](CCCCCC(=O)NC)C=1NC(=CN1)C=1C(=NC2=CC=CC=C2C1)OC ((S)-7-amino-7-(5-(2-methoxyquinolin-3-yl)-1H-imidazol-2-yl)-N-methylheptanamide), C(C(CO)(CO)N)O (Trisamine). Run in CN(C)C=O (DMF), C(Cl)Cl (DCM). Reaction conditions: time 10 minute. Product: COC1=NC2=CC=CC=C2C=C1C1=CN=C(N1)[C@H](CCCCCC(=O)NC)NC(=O)C1=CN=CS1 ((S)-N-(1-(5-(2-methoxyquinolin-3-yl)-1H-imidazol-2-yl)-7-(methylamino)-7-oxoheptyl)thiazole-5-carboxamide). Reaction SMILES: [S:1]1[C:5]([C:6]([OH:8])=O)=[CH:4][N:3]=[CH:2]1.N=C=N.C1C=CC2N(O)N=NC=2C=1.[NH2:22][C@H:23]([C:33]1[NH:34][C:35]([C:38]2[C:39]([O:48][CH3:49])=[N:40][C:41]3[C:46]([CH:47]=2)=[CH:45][CH:44]=[CH:43][CH:42]=3)=[CH:36][N:37]=1)[CH2:24][CH2:25][CH2:26][CH2:27][CH2:28][C:29]([NH:31][CH3:32])=[O:30].C(O)C(N)(CO)CO>C(Cl)Cl.CN(C=O)C>[CH3:49][O:48][C:39]1[C:38]([C:35]2[NH:34][C:33]([C@@H:23]([NH:22][C:6]([C:5]3[S:1][CH:2]=[N:3][CH:4]=3)=[O:8])[CH2:24][CH2:25][CH2:26][CH2:27][CH2:28][C:29]([NH:31][CH3:32])=[O:30])=[N:37][CH:36]=2)=[CH:47][C:46]2[C:41](=[CH:42][CH:43]=[CH:44][CH:45]=2)[N:40]=1. Procedure: A glass tube was charged with thiazole-5-carboxylic acid (1.5 eq.), PS-carbodiimide resin (2 eq.), HOBt (1.7 eq.) and diluted with DCM (0.04 M). The tube was capped and stirred on a rotor for 10 min. Then, a solution of A4 in DMF (0.06 M) was added and the reaction mixture was stirred in a rotor for 24 h. After addition of MP-Trisamine resin (10 eq.) the reaction was stirred for additional 24 h. The resulting reaction mixture was filtered through a fritted syringe and washed with DCM. The combin... Reactants: C(C)(=O)OC=1C=C2C=CC(=CC2=CC1)C(=O)O (6-acetoxy-2-naphthoic acid), P(Cl)(Cl)(Cl)(Cl)Cl (phosphorus pentachloride). Run in C1=CC=CC=C1 (benzene). Reaction conditions: temperature 60 celsius, time 4 hour. Product: C(C)(=O)OC=1C=C2C=CC(=CC2=CC1)C(=O)Cl (6-acetoxy-2-naphthoyl chloride). RXN SMILES: [C:1]([O:4][C:5]1[CH:6]=[C:7]2[C:12](=[CH:13][CH:14]=1)[CH:11]=[C:10]([C:15]([OH:17])=O)[CH:9]=[CH:8]2)(=[O:3])[CH3:2].P(Cl)(Cl)(Cl)(Cl)[Cl:19]>C1C=CC=CC=1>[C:1]([O:4][C:5]1[CH:6]=[C:7]2[C:12](=[CH:13][CH:14]=1)[CH:11]=[C:10]([C:15]([Cl:19])=[O:17])[CH:9]=[CH:8]2)(=[O:3])[CH3:2]. Procedure details: Then, in a 200 ml-reaction vessel, 17.1 g (7.43×10-2M) of 6-acetoxy-2-naphthoic acid and 85 ml of dry benzene were placed. To the mixture, 15.9 g (6.91×10-2M) of phosphorus pentachloride was added in 30 minutes at room temperature, followed by stirring for 4 hours at 60° C. After cooling, the solvent of the reaction mixture was distilled off to provide oily 6-acetoxy-2-naphthoyl chloride. Starting materials: N1CCNCC1 (piperazine), C(C)(=O)O[C@H]1C=C[C@H](C1)O ((1S,4R)-4-acetoxycyclopent-2-en-1-ol), ClC1=NC2=CC=CC=C2C(=N1)Cl (2,4-dichloroquinazoline), CC(C)([O-])C.[K+] (potassium t-butoxide). Run in O1CCOCC1 (dioxane), C(C)(=O)OCC (ethyl acetate), O1CCOCC1 (dioxane), O1CCCC1 (tetrahydrofuran), C(C)(=O)OCC (ethyl acetate). Yields the product C(C)(=O)O[C@H]1C=C[C@H](C1)OC1=NC(=NC2=CC=CC=C12)N1CCNCC1 (4-[(1S,4R)-(4-acetoxycyclopent-2-en-1-yl)oxy]-2-(1-piperazinyl)quinazoline). Isolated yield 42.5%. RXN SMILES: [C:1]([O:4][C@@H:5]1[CH2:9][C@H:8]([OH:10])[CH:7]=[CH:6]1)(=[O:3])[CH3:2].Cl[C:12]1[N:21]=[C:20](Cl)[C:19]2[C:14](=[CH:15][CH:16]=[CH:17][CH:18]=2)[N:13]=1.CC(C)([O-])C.[K+].[NH:29]1[CH2:34][CH2:33][NH:32][CH2:31][CH2:30]1>O1CCCC1.C(OCC)(=O)C.O1CCOCC1>[C:1]([O:4][C@@H:5]1[CH2:9][C@H:8]([O:10][C:20]2[C:19]3[C:14](=[CH:15][CH:16]=[CH:17][CH:18]=3)[N:13]=[C:12]([N:29]3[CH2:34][CH2:33][NH:32][CH2:31][CH2:30]3)[N:21]=2)[CH:7]=[CH:6]1)(=[O:3])[CH3:2] |f:2.3|. Reported procedure: To a solution of (1S,4R)-4-acetoxycyclopent-2-en-1-ol [manufactured by Fluka Co., cf. Tetrahedron, 46, 3155 (1990)] (2.00 g) and 2,4-dichloroquinazoline (2.80 g) in tetrahydrofuran (52 ml) is added potassium t-butoxide (1.90 g) with stirring under ice-cooling, and the mixture is stirred under ice-cooling for 70 minutes. The reaction mixture is diluted with ethyl acetate, and washed with water. The ethyl acetate solution is dried over anhydrous magnesium sulfate and evaporated to dryness under re...